Dataset: the Open Reaction Database (ORD), a public repository of structured organic reaction records. Task: describe an organic reaction: reactants, conditions, products, and yield Starting materials: CCC(CC)Nc1cc(C)nc(Oc2c(C)cc(Br)cc2C)c1C, CCI, C1CCOC1. The product is CCc1cc(C)c(Oc2nc(C)cc(NC(CC)CC)c2C)c(C)c1. Reaction SMILES: [Br:1][c:2]1[cH:3][c:4]([CH3:24])[c:5]([O:6][c:7]2[n:8][c:9]([CH3:20])[cH:10][c:11]([NH:14][CH:15]([CH2:16][CH3:17])[CH2:18][CH3:19])[c:12]2[CH3:13])[c:21]([CH3:23])[cH:22]1.[CH2:25]([CH3:26])[I:27].[CH2:28]1[O:29][CH2:30][CH2:31][CH2:32]1>>[c:2]1([CH2:25][CH3:26])[cH:3][c:4]([CH3:24])[c:5]([O:6][c:7]2[n:8][c:9]([CH3:20])[cH:10][c:11]([NH:14][CH:15]([CH2:16][CH3:17])[CH2:18][CH3:19])[c:12]2[CH3:13])[c:21]([CH3:23])[cH:22]1. The reactants are CCCN(CCC)CCCCN(CCOC(C)=O)Cc1ccc(CN=Cc2ccc(OC)cc2)cc1, CCO, Cl. Yields the product CCCN(CCC)CCCCN(CCOC(C)=O)Cc1ccc(CN)cc1. RXN SMILES: [C:1]([CH3:2])(=[O:3])[O:4][CH2:5][CH2:6][N:7]([CH2:8][c:9]1[cH:10][cH:11][c:12]([CH2:15][N:16]=[CH:17][c:18]2[cH:19][cH:20][c:21]([O:22][CH3:23])[cH:24][cH:25]2)[cH:13][cH:14]1)[CH2:26][CH2:27][CH2:28][CH2:29][N:30]([CH2:31][CH2:32][CH3:33])[CH2:34][CH2:35][CH3:36].[CH3:38][CH2:39][OH:40].[ClH:37]>>[C:1]([CH3:2])(=[O:3])[O:4][CH2:5][CH2:6][N:7]([CH2:8][c:9]1[cH:10][cH:11][c:12]([CH2:15][NH2:16])[cH:13][cH:14]1)[CH2:26][CH2:27][CH2:28][CH2:29][N:30]([CH2:31][CH2:32][CH3:33])[CH2:34][CH2:35][CH3:36]. Reported procedure: To a dry 500 mL 3-necked round bottom flask equipped with a reflux condenser and magnetic stir bar, was charged sodium hydride (3.0 g, 172.89 mmol). The reaction flask was put under nitrogen, and 35 mL of anhydrous DMSO was added. The reaction mixture was heated to 70-75° C., and stirred at that temperature until the evolution of hydrogen ceased. The reaction mixture was cooled to room temperature and additional 25 mL of DMSO was added. Methyltriphenylphosphonium iodide (46.57 g, 115.26 mmol) wa... The reactants are [H-].[Na+] (sodium hydride), ice, COC=1C=C2CCCC(C2=CC1)=O (6-methoxytetralone), [H][H] (hydrogen), [I-].C[P+](C1=CC=CC=C1)(C1=CC=CC=C1)C1=CC=CC=C1 (Methyltriphenylphosphonium iodide). Yield: 93.8%. The solvent is CS(=O)C (DMSO), hexanes, CS(=O)C (DMSO), CS(=O)C (DMSO), CS(=O)C (DMSO). RXN SMILES: [H-].[Na+].[H][H].[I-].[CH3:6][P+](C1C=CC=CC=1)(C1C=CC=CC=1)C1C=CC=CC=1.[CH3:26][O:27][C:28]1[CH:29]=[C:30]2[C:35](=[CH:36][CH:37]=1)[C:34](=O)[CH2:33][CH2:32][CH2:31]2>CS(C)=O>[CH3:26][O:27][C:28]1[CH:29]=[C:30]2[C:35](=[CH:36][CH:37]=1)[C:34](=[CH2:6])[CH2:33][CH2:32][CH2:31]2 |f:0.1,3.4|. Yields the product COC=1C=C2CCCC(C2=CC1)=C (6-Methoxy-1-methylene-1,2,3,4-tetrahydro-naphthalene). Run at temperature 72.5 celsius, time 20 minute. Reactants: ice water, N[C@@H]1CC2=CC(=CC=C2CC1)OCC(=O)OCC (Ethyl (S)-(2-amino-1,2,3,4-tetrahydronaphthalen-7-yl-oxy)acetate), BrCC(=O)C1=CC=C(C=C1)OC1OCCCC1 (2-bromo-4'-((2RS)-2-tetrahydropyranyloxy)-acetophenone), [BH4-].[Na+] (Sodium borohydride), C(C)O (ethanol). Solvent: CN(C=O)C (N,N-dimethylformamide). The product is OC(CN[C@@H]1CC2=CC(=CC=C2CC1)OCC(=O)OCC)C1=CC=C(C=C1)OC1OCCCC1 (ethyl 2-[(2S)-2-[[(2RS)-2-hydroxy-2-[4-((2RS)-2-tetrahydropyranyloxy)phenyl]ethyl]amino]-1,2,3,4-tetrahydronaphthalen-7-yloxy]acetate). Isolated yield 82.8%. RXN SMILES: [NH2:1][C@H:2]1[CH2:11][CH2:10][C:9]2[C:4](=[CH:5][C:6]([O:12][CH2:13][C:14]([O:16][CH2:17][CH3:18])=[O:15])=[CH:7][CH:8]=2)[CH2:3]1.Br[CH2:20][C:21]([C:23]1[CH:28]=[CH:27][C:26]([O:29][CH:30]2[CH2:35][CH2:34][CH2:33][CH2:32][O:31]2)=[CH:25][CH:24]=1)=[O:22].[BH4-].[Na+].C(O)C>CN(C)C=O>[OH:22][CH:21]([C:23]1[CH:24]=[CH:25][C:26]([O:29][CH:30]2[CH2:35][CH2:34][CH2:33][CH2:32][O:31]2)=[CH:27][CH:28]=1)[CH2:20][NH:1][C@H:2]1[CH2:11][CH2:10][C:9]2[C:4](=[CH:5][C:6]([O:12][CH2:13][C:14]([O:16][CH2:17][CH3:18])=[O:15])=[CH:7][CH:8]=2)[CH2:3]1 |f:2.3|. Procedure: Ethyl (S)-(2-amino-1,2,3,4-tetrahydronaphthalen-7-yl-oxy)acetate (1.14 g) was dissolved in N,N-dimethylformamide (15 ml), and 2-bromo-4'-((2RS)-2-tetrahydropyranyloxy)-acetophenone (600 mg) was added to the solution under ice-cooling with stirring, followed by reaction at room temperature for an hour. Sodium borohydride (380 mg) and ethanol (10 ml) were added to the reaction mixture under ice-cooling with stirring. After reaction for an hour, the reaction mixture was poured into ice-water and ex... Reactants: C(C)(C)(C)OC(NC1=C(C=C(C(=C1)N(C)CC(C)C)C(F)(F)F)NC(CC(=O)C1=CC(=CC=C1)C1=CC(=NO1)C)=O)=O ((5-(isobutyl-methyl-amino)-2-{3-[3-(3-methyl-isoxazol-5-yl)-phenyl]-3-oxo-propionylamino}-4-trifluoromethyl-phenyl)-carbamic acid tert-butyl ester), C(=O)(C(F)(F)F)O (TFA). Run in C(Cl)Cl (CH2Cl2). Product: C(C(C)C)N(C1=CC2=C(NC(CC(=N2)C2=CC(=CC=C2)C2=CC(=NO2)C)=O)C=C1C(F)(F)F)C (7-(Isobutyl-methyl-amino)-4-[3-(3-methyl-isoxazol-5-yl)-phenyl]-8-trifluoromethyl-1,3-dihydro-benzo[b][1,4]diazepin-2-one), solid. Isolated yield 48.0%. As a reaction SMILES: C(OC(=O)[NH:7][C:8]1[CH:13]=[C:12]([N:14]([CH2:16][CH:17]([CH3:19])[CH3:18])[CH3:15])[C:11]([C:20]([F:23])([F:22])[F:21])=[CH:10][C:9]=1[NH:24][C:25](=[O:41])[CH2:26][C:27]([C:29]1[CH:34]=[CH:33][CH:32]=[C:31]([C:35]2[O:39][N:38]=[C:37]([CH3:40])[CH:36]=2)[CH:30]=1)=O)(C)(C)C.C(O)(C(F)(F)F)=O>C(Cl)Cl>[CH2:16]([N:14]([CH3:15])[C:12]1[C:11]([C:20]([F:21])([F:23])[F:22])=[CH:10][C:9]2[NH:24][C:25](=[O:41])[CH2:26][C:27]([C:29]3[CH:34]=[CH:33][CH:32]=[C:31]([C:35]4[O:39][N:38]=[C:37]([CH3:40])[CH:36]=4)[CH:30]=3)=[N:7][C:8]=2[CH:13]=1)[CH:17]([CH3:18])[CH3:19]. Reported procedure: The title compound was prepared from (5-(isobutyl-methyl-amino)-2-{3-[3-(3-methyl-isoxazol-5-yl)-phenyl]-3-oxo-propionylamino}-4-trifluoromethyl-phenyl)-carbamic acid tert-butyl ester (Example M105) (0.42 g, 0.71 mmol) by treatment with TFA in CH2Cl2 according to the general procedure N. Obtained as a yellow solid (161 mg, 48%). Starting materials: NC1=CC(=C(C(=O)OC)C=C1)C1CC1 (methyl 4-amino-2-cyclopropylbenzoate), ClCCCS(=O)(=O)Cl (3-chloropropane-1-sulfonyl chloride). Product: C1(CC1)C1=C(C(=O)OC)C=CC(=C1)N1S(CCC1)(=O)=O (methyl 2-cyclopropyl-4-(1,1-dioxo-1λ6-isothiazolidin-2-yl)benzoate). RXN SMILES: [NH2:1][C:2]1[CH:11]=[CH:10][C:5]([C:6]([O:8][CH3:9])=[O:7])=[C:4]([CH:12]2[CH2:14][CH2:13]2)[CH:3]=1.Cl[CH2:16][CH2:17][CH2:18][S:19](Cl)(=[O:21])=[O:20]>>[CH:12]1([C:4]2[CH:3]=[C:2]([N:1]3[CH2:16][CH2:17][CH2:18][S:19]3(=[O:21])=[O:20])[CH:11]=[CH:10][C:5]=2[C:6]([O:8][CH3:9])=[O:7])[CH2:14][CH2:13]1. Procedure: To a mixture of methyl 2-bromo-4-nitrobenzoate (871 mg), bis(tricyclohexylphosphine)palladium(II)dichloride (136 mg), tripotassium phosphate (3.98 g) and cyclopropylboronic acid (863 mg) were added toluene (10 mL) and water (0.4 mL), and the mixture was stirred with heating under reflux for 8 hr. The reaction mixture was cooled, water was added, and the mixture was extracted with ethyl acetate. The solvent was evaporated from the organic layer, and the obtained residue was purified by column chr... Reactants: BrC=1C2=CC=CC=C2C(=C2C=CC=CC12)Br (9,10-dibromo anthracene). The reagents and catalysts are Cl[Ni]1([P](CCC[P](C2=CC=CC=C2)1C3=CC=CC=C3)(C4=CC=CC=C4)C5=CC=CC=C5)Cl (NiCl2(dppp)). Conditions: temperature 60 celsius, time 8 hour. Product: CC=1C=C(C=CC1)C=1C2=CC=CC=C2C(=C2C=CC=CC12)C1=CC(=CC=C1)C (9,10-di-(3-Methylphenyl)anthracene). The yield is 71.0%. As a reaction SMILES: Br[C:2]1[C:3]2[C:8]([C:9](Br)=[C:10]3[C:15]=1[CH:14]=CC=C3)=CC=CC=2>Cl[Ni]1(Cl)[P](C2C=CC=CC=2)(C2C=CC=CC=2)CCC[P]1(C1C=CC=CC=1)C1C=CC=CC=1>[CH3:14][C:15]1[CH:2]=[C:3]([C:10]2[C:15]3[C:2]([C:3]([C:9]4[CH:8]=[CH:3][CH:2]=[C:15]([CH3:14])[CH:10]=4)=[C:8]4[C:9]=2[CH:14]=[CH:15][CH:2]=[CH:3]4)=[CH:10][CH:9]=[CH:8][CH:14]=3)[CH:8]=[CH:9][CH:10]=1 |^1:19,35|. Procedure: 5 grams of 9,10-dibromo anthracene and 0.13 gram of NiCl2(dppp) were mixed with 50 ml tetraphdrofurane in a 250 ml reaction bottle, heated for reaction under 60° C. for 1 hour. Then added slowly with solution of a), stirred for reaction for 8 hours. The solvents were removed via a rotary evaporator. The residue was washed with 100 ml methanol three times and filtered. After recrytallization from toluene and methanol, 3.8 gram light yellow colored 9,10-di-(3-methylphenyl)anthracene was collected....